From a dataset of the Open Reaction Database (ORD), a public repository of structured organic reaction records. describe an organic reaction: reactants, conditions, products, and yield Starting materials: C(C)(C)(C)OC(N(C=1C=2N(C=CN1)C(=CN2)C2=NC(=NC=C2)SC)C(C)C)=O (Isopropyl-[3-(2-methylsulfanyl-pyrimidin-4-yl)-imidazo[1,2-a]pyrazin-8-yl]-carbamic acid tert-butyl ester), N1CCOCC1 (morpholine). Yields the product C(C)(C)NC=1C=2N(C=CN1)C(=CN2)C2=NC(=NC=C2)N2CCOCC2 (Isopropyl-[3-(2-morpholin-4-yl-pyrimidin-4-yl)-imidazo[1,2-a]pyrazin-8-yl]-amine). RXN SMILES: C(OC(=O)[N:7]([CH:25]([CH3:27])[CH3:26])[C:8]1[C:9]2[N:10]([C:14]([C:17]3[CH:22]=[CH:21][N:20]=[C:19](SC)[N:18]=3)=[CH:15][N:16]=2)[CH:11]=[CH:12][N:13]=1)(C)(C)C.[NH:29]1[CH2:34][CH2:33][O:32][CH2:31][CH2:30]1>>[CH:25]([NH:7][C:8]1[C:9]2[N:10]([C:14]([C:17]3[CH:22]=[CH:21][N:20]=[C:19]([N:29]4[CH2:34][CH2:33][O:32][CH2:31][CH2:30]4)[N:18]=3)=[CH:15][N:16]=2)[CH:11]=[CH:12][N:13]=1)([CH3:26])[CH3:27]. Reported procedure: Isopropyl-[3-(2-morpholin-4-yl-pyrimidin-4-yl)-imidazo[1,2-a]pyrazin-8-yl]-amine was prepared by a process analogous to that described in Example 12 starting from isopropyl-[3-(2-methylsulfanyl-pyrimidin-4-yl)-imidazo[1,2-a]pyrazin-8-yl]-carbamic acid tert-butyl ester (from Example 11 supra), and morpholine. LC-MS: [M+H]+ 340.3. Reactants: BrC=1C=C2C(=CC1)OC1(CCC1)C1(COC1)C21N=C(OC1)N(C(=O)OC(C)(C)C)C(=O)OC(C)(C)C (di-tert-butyl (6′-bromotrispiro[cyclobutane-1,2′-chromene-4′,4″-[1,3]oxazole-3′,3′″-oxetan]-2″-yl)imidodicarbonate), FC1=C(C=C(C=C1)OC)B(O)O (2-fluoro-5-methoxyphenylboronic acid), C(=O)([O-])[O-].[Na+].[Na+] (Na2CO3). The reagents and catalysts are Cl[Pd]([P](C1=CC=CC=C1)(C2=CC=CC=C2)C3=CC=CC=C3)([P](C4=CC=CC=C4)(C5=CC=CC=C5)C6=CC=CC=C6)Cl (PdCl2(PPh3)2). Run in O1CCOCC1 (dioxane), C1(=CC=CC=C1)C (toluene). Conditions: temperature 100 celsius, time 2 hour. The product is FC1=C(C=C(C=C1)OC)C=1C=C2C(=CC1)OC1(CCC1)C1(COC1)C21N=C(OC1)N (6′-(2-fluoro-5-methoxyphenyl)trispiro[cyclobutane-1,2′-chromene-4′,4″-[1,3]oxazole-3′,3′″-oxetan]-2″-amine). Yield: 14.7%. Reaction SMILES: Br[C:2]1[CH:3]=[C:4]2[C:17]3([CH2:21][O:20][C:19]([N:22](C(OC(C)(C)C)=O)C(OC(C)(C)C)=O)=[N:18]3)[C:13]3([CH2:16][O:15][CH2:14]3)[C:9]3([CH2:12][CH2:11][CH2:10]3)[O:8][C:5]2=[CH:6][CH:7]=1.[F:37][C:38]1[CH:43]=[CH:42][C:41]([O:44][CH3:45])=[CH:40][C:39]=1B(O)O.C([O-])([O-])=O.[Na+].[Na+]>O1CCOCC1.C1(C)C=CC=CC=1.Cl[Pd](Cl)([P](C1C=CC=CC=1)(C1C=CC=CC=1)C1C=CC=CC=1)[P](C1C=CC=CC=1)(C1C=CC=CC=1)C1C=CC=CC=1>[F:37][C:38]1[CH:43]=[CH:42][C:41]([O:44][CH3:45])=[CH:40][C:39]=1[C:2]1[CH:3]=[C:4]2[C:17]3([CH2:21][O:20][C:19]([NH2:22])=[N:18]3)[C:13]3([CH2:16][O:15][CH2:14]3)[C:9]3([CH2:10][CH2:11][CH2:12]3)[O:8][C:5]2=[CH:6][CH:7]=1 |f:2.3.4,^1:70,89|. Procedure details: A mixture of di-tert-butyl (6′-bromotrispiro[cyclobutane-1,2′-chromene-4′,4″-[1,3]oxazole-3′,3′″-oxetan]-2″-yl)imidodicarbonate (14.1 mg), 2-fluoro-5-methoxyphenylboronic acid (12.7 mg), PdCl2(PPh3)2 (5.3 mg) and 1M aqueous Na2CO3 (0.1 mL) in dioxane (0.4 mL) was stirred for 2 hours at 100° C. The mixture was filtered by using Chem Elut cartridges (Agilent Technologies) and washed with CHCl3. The filtrate was evaporated to give a brown oil. The oil was dissolved in toluene (0.5 mL) and to the mi... Reactants: ClCCl, COC(=O)C=Cc1cccc(F)c1N=C=Nc1cc(C(F)(F)F)ccc1OC, Fc1ccc(N2CCNCC2)cc1F. The product is COC(=O)CC1c2cccc(F)c2N=C(N2CCN(c3ccc(F)c(F)c3)CC2)N1c1cc(C(F)(F)F)ccc1OC. RXN SMILES: [Cl:43][CH2:44][Cl:45].[F:1][c:2]1[c:3]([N:14]=[C:15]=[N:16][c:17]2[c:18]([O:27][CH3:28])[cH:19][cH:20][c:21]([C:23]([F:24])([F:25])[F:26])[cH:22]2)[c:4]([CH:8]=[CH:9][C:10](=[O:11])[O:12][CH3:13])[cH:5][cH:6][cH:7]1.[F:29][c:30]1[cH:31][c:32]([N:37]2[CH2:38][CH2:39][NH:40][CH2:41][CH2:42]2)[cH:33][cH:34][c:35]1[F:36]>>[F:1][c:2]1[c:3]2[c:4]([cH:5][cH:6][cH:7]1)[CH:8]([CH2:9][C:10](=[O:11])[O:12][CH3:13])[N:16]([c:17]1[c:18]([O:27][CH3:28])[cH:19][cH:20][c:21]([C:23]([F:24])([F:25])[F:26])[cH:22]1)[C:15]([N:40]1[CH2:39][CH2:38][N:37]([c:32]3[cH:31][c:30]([F:29])[c:35]([F:36])[cH:34][cH:33]3)[CH2:42][CH2:41]1)=[N:14]2. Reactants: CC1CN(Cc2ccccc2)CCC1=O, C1CCOC1, CI, CCCCCC, CCOC(C)=O. The product is CC1(C)CN(Cc2ccccc2)CCC1=O. As a reaction SMILES: [CH2:1]([c:2]1[cH:3][cH:4][cH:5][cH:6][cH:7]1)[N:8]1[CH2:9][CH:10]([CH3:15])[C:11](=[O:14])[CH2:12][CH2:13]1.[CH2:30]1[O:31][CH2:32][CH2:33][CH2:34]1.[CH3:16][I:17].[CH3:18][CH2:19][CH2:20][CH2:21][CH2:22][CH3:23].[CH3:24][CH2:25][O:26][C:27]([CH3:28])=[O:29]>>[CH2:1]([c:2]1[cH:3][cH:4][cH:5][cH:6][cH:7]1)[N:8]1[CH2:9][C:10]([CH3:15])([CH3:18])[C:11](=[O:14])[CH2:12][CH2:13]1.